Dataset: the Open Reaction Database (ORD), a public repository of structured organic reaction records. Task: describe an organic reaction: reactants, conditions, products, and yield Starting materials: NC1=C(C=CC(=C1)CC(C)C)C=1C(=CC=CC1)S(=O)(=O)NC1=C(C(=NO1)C)C (2′-Amino-N-(3,4-dimethyl-5-isoxazolyl)-4′-(2-methyl-propyl)[1,1′-biphenyl]-2-sulfonamide), C1C(OCC(O1)O)O (glycolaldehyde dimer). Reported procedure: The title compound was prepared from the compound of Example 32 and glycolaldehyde dimer as described for Example 58, with stirring at room temperature for 2 hours. Following workup, chromatography on silica gel with 4:1 methylene chloride/ethyl acetate afforded the title compound as a white solid, mp 45-53° C. Yields the product CC1=NOC(=C1C)NS(=O)(=O)C=1C(=CC=CC1)C1=C(C=C(C=C1)CC(C)C)NCCO (N-(3,4-Dimethyl-5-isoxazolyl)-2′-(2-hydroxy-(ethylamino))-4′-(2-methylpropyl)-[1,1′-biphenyl]-2-sulfonamide). Reaction conditions: time 2 hour. The solvent is C(Cl)Cl.C(C)(=O)OCC (methylene chloride ethyl acetate). Reaction SMILES: [NH2:1][C:2]1[CH:7]=[C:6]([CH2:8][CH:9]([CH3:11])[CH3:10])[CH:5]=[CH:4][C:3]=1[C:12]1[C:13]([S:18]([NH:21][C:22]2[O:26][N:25]=[C:24]([CH3:27])[C:23]=2[CH3:28])(=[O:20])=[O:19])=[CH:14][CH:15]=[CH:16][CH:17]=1.[CH2:29]1OC(O)C[O:31][CH:30]1O>C(Cl)Cl.C(OCC)(=O)C>[CH3:27][C:24]1[C:23]([CH3:28])=[C:22]([NH:21][S:18]([C:13]2[C:12]([C:3]3[CH:4]=[CH:5][C:6]([CH2:8][CH:9]([CH3:11])[CH3:10])=[CH:7][C:2]=3[NH:1][CH2:29][CH2:30][OH:31])=[CH:17][CH:16]=[CH:15][CH:14]=2)(=[O:20])=[O:19])[O:26][N:25]=1 |f:2.3|. Reactants: O=C1OCCN1P(=O)(N1C(OCC1)=O)Cl (bis(2-oxooxazolidin-3-yl)phosphinic chloride), C(C)(C)(C)OC(=O)N1CCC(CC1)N1C([C@H](CC1)OC1=C(C=C(C(=O)O)C=C1)F)=O ((S)-4-(1-(1-(tert-butoxycarbonyl)piperidin-4-yl)-2-oxopyrrolidin-3-yloxy)-3-fluorobenzoic acid), C(C)(=O)NN (acetohydrazide), C(C)N(C(C)C)C(C)C (N-ethyl-N-isopropylpropan-2-amine). Solvent: C(Cl)Cl (CH2Cl2), O (water). Reaction conditions: time 3 hour. The product is C(C)(=O)NNC(=O)C1=CC(=C(O[C@@H]2C(N(CC2)C2CCN(CC2)C(=O)OC(C)(C)C)=O)C=C1)F ((S)-tert-butyl 4-(3-(4-(2-acetylhydrazinecarbonyl)-2-fluorophenoxy)-2-oxopyrrolidin-1-yl)piperidine-1-carboxylate). Yield: 102.0%. As a reaction SMILES: [C:1]([O:5][C:6]([N:8]1[CH2:13][CH2:12][CH:11]([N:14]2[CH2:18][CH2:17][C@H:16]([O:19][C:20]3[CH:28]=[CH:27][C:23]([C:24]([OH:26])=O)=[CH:22][C:21]=3[F:29])[C:15]2=[O:30])[CH2:10][CH2:9]1)=[O:7])([CH3:4])([CH3:3])[CH3:2].[C:31]([NH:34][NH2:35])(=[O:33])[CH3:32].C(N(C(C)C)C(C)C)C.O=C1N(P(Cl)(N2CCOC2=O)=O)CCO1>C(Cl)Cl.O>[C:31]([NH:34][NH:35][C:24]([C:23]1[CH:27]=[CH:28][C:20]([O:19][C@H:16]2[CH2:17][CH2:18][N:14]([CH:11]3[CH2:10][CH2:9][N:8]([C:6]([O:5][C:1]([CH3:4])([CH3:2])[CH3:3])=[O:7])[CH2:13][CH2:12]3)[C:15]2=[O:30])=[C:21]([F:29])[CH:22]=1)=[O:26])(=[O:33])[CH3:32]. Reported procedure: (S)-4-(1-(1-(tert-butoxycarbonyl)piperidin-4-yl)-2-oxopyrrolidin-3-yloxy)-3-fluorobenzoic acid (834 mg, 1.97 mmol), acetohydrazide (219 mg, 2.96 mmol) and N-ethyl-N-isopropylpropan-2-amine (1375 μL, 7.90 mmol) were dissolved in CH2Cl2 (20 mL) and bis(2-oxooxazolidin-3-yl)phosphinic chloride (2010 mg, 7.90 mmol) was added and stirred at ambient temperature for 3 hours. The reaction was poured into water, extracted with EtOAc, washed with brine, dried over Na2SO4, filtered and concentrated to affo... Conditions: temperature 22 celsius, time 18 hour. Run in CN1CCCC1=O (NMP), CN1CCCC1=O (NMP), CN1CCCC1=O (NMP), CN1CCCC1=O (NMP), CN1CCCC1=O (NMP), CN1CCCC1=O (NMP), CN1CCCC1=O (NMP). Starting materials: CN[C@@H]1C[C@H]2O[C@@](C)([C@@H]1OC)n1c3ccccc3c3c4c(c5c6ccccc6n2c5c31)C(=O)NC4 (staurosporine), Brc1cn[nH]c1C=O. The reagents and catalysts are CC(C)[O-].CC(C)[O-].CC(C)[O-].CC(C)[O-].[Ti+4] (Ti(OiPr)4), CC(=O)O (acetic acid), CC(=O)O[BH-](OC(C)=O)OC(C)=O.[Na+] (Sodium triacetoxyborohydride). Product: CO[C@@H]1[C@@H](C[C@H]2O[C@]1(C)n3c4ccccc4c5c6CNC(=O)c6c7c8ccccc8n2c7c35)N(C)Cc9[nH]ncc9Br, CN[C@@H]1C[C@H]2O[C@@](C)([C@@H]1OC)n1c3ccccc3c3c4c(c5c6ccccc6n2c5c31)C(=O)NC4 (Staurosporine), Brc1cn[nH]c1C=O. Starting materials: C(C1=CC=CC=C1)OC1=C(N(C(=C1OCC1=CC=CC=C1)C(N(C)C)=O)C1=CC=C(C=C1)O)C(=O)OCC (Ethyl 3,4-bis(benzyloxy)-5-(dimethylcarbamoyl)-1-(4-hydroxyphenyl)-1H-pyrrole-2-carboxylate). Reagents/catalysts: [Pd] (Pd/C). Solvent: CO (MeOH). The product is CN(C(=O)C1=C(C(=C(N1C1=CC=C(C=C1)O)C(=O)OCC)O)O)C (ethyl 5-(dimethylcarbamoyl)-3,4-dihydroxy-1-(4-hydroxyphenyl)-1H-pyrrole-2-carboxylate). Yield: 54.8%. RXN SMILES: C([O:8][C:9]1[C:13]([O:14]CC2C=CC=CC=2)=[C:12]([C:22](=[O:26])[N:23]([CH3:25])[CH3:24])[N:11]([C:27]2[CH:32]=[CH:31][C:30]([OH:33])=[CH:29][CH:28]=2)[C:10]=1[C:34]([O:36][CH2:37][CH3:38])=[O:35])C1C=CC=CC=1>CO.[Pd]>[CH3:25][N:23]([CH3:24])[C:22]([C:12]1[N:11]([C:27]2[CH:28]=[CH:29][C:30]([OH:33])=[CH:31][CH:32]=2)[C:10]([C:34]([O:36][CH2:37][CH3:38])=[O:35])=[C:9]([OH:8])[C:13]=1[OH:14])=[O:26]. Reported procedure: A solution of ethyl 3,4-bis(benzyloxy)-5-(dimethylcarbamoyl)-1-(4-hydroxyphenyl)-1H-pyrrole-2-carboxylate (36) (30 mg, 0.06 mmol) in MeOH (2 mL) was passed through a Thales ‘H-cube’ cartridge (10% Pd/C) at a flow rate of 1 mL/min at 25° C. under H2 (full H2 mode). The output was concentrated in vacuo, and a solid was collected by filtration after trituration with isohexane to afford ethyl 5-(dimethylcarbamoyl)-3,4-dihydroxy-1-(4-hydroxyphenyl)-1H-pyrrole-2-carboxylate (UL1-100) (11 mg, 56%) as a... The reactants are COC(CCC1=C(C=CC(=C1)C(=O)C1=NC(=CC=C1)C(=O)OC)O)=O (3-[5-(6-methoxycarbonyl-2-pyridylcarbonyl)-2-hydroxyphenyl]-propionic acid methyl ester), BrCCCC/C=C/C1=CC=C(C=C1)OC ((1E)-6-bromo-l-(4-methoxyphenyl)- 1-hexene). The product is COC(CCC1=C(C=CC(=C1)C(=O)C1=NC(=CC=C1)C(=O)OC)OCCCC\C=C\C1=CC=C(C=C1)OC)=O (3-{5-[6-methoxycarbonyl-2-pyridylcarbonyl]-2-[6-(4-methoxyphenyl)-(5E)-5-hexenyloxy]-phenyl}-propionic acid methyl ester). Yield: 73.9%. RXN SMILES: [CH3:1][O:2][C:3](=[O:25])[CH2:4][CH2:5][C:6]1[CH:11]=[C:10]([C:12]([C:14]2[CH:19]=[CH:18][CH:17]=[C:16]([C:20]([O:22][CH3:23])=[O:21])[N:15]=2)=[O:13])[CH:9]=[CH:8][C:7]=1[OH:24].Br[CH2:27][CH2:28][CH2:29][CH2:30]/[CH:31]=[CH:32]/[C:33]1[CH:38]=[CH:37][C:36]([O:39][CH3:40])=[CH:35][CH:34]=1>>[CH3:1][O:2][C:3](=[O:25])[CH2:4][CH2:5][C:6]1[CH:11]=[C:10]([C:12]([C:14]2[CH:19]=[CH:18][CH:17]=[C:16]([C:20]([O:22][CH3:23])=[O:21])[N:15]=2)=[O:13])[CH:9]=[CH:8][C:7]=1[O:24][CH2:27][CH2:28][CH2:29][CH2:30]/[CH:31]=[CH:32]/[C:33]1[CH:34]=[CH:35][C:36]([O:39][CH3:40])=[CH:37][CH:38]=1. Procedure details: Under the conditions of example 1A, 640 mg of 3-[5-(6-methoxycarbonyl-2-pyridylcarbonyl)-2-hydroxyphenyl]-propionic acid methyl ester is reacted with 505 mg of (1E)-6-bromo-l-(4-methoxyphenyl)- 1-hexene, worked up and the crude product chromatographed on silica gel with hexane/ethyl acetate (0-15%). 732 mg of 3-{5-[6-methoxycarbonyl-2-pyridylcarbonyl]-2-[6-(4-methoxyphenyl)-(5E)-5-hexenyloxy]-phenyl}-propionic acid methyl ester of melting point 80°-82° C. is obtained.